Dataset: the Open Reaction Database (ORD), a public repository of structured organic reaction records. Task: describe an organic reaction: reactants, conditions, products, and yield Reactants: [OH-].[Na+] (sodium hydroxide), COC(C1=C(C=CC(=C1)C#N)I)=O (2-iodo-5-cyanobenzoic acid methyl ester). The solvent is O (water), CO (methanol). Reaction conditions: time 20 hour. Product: IC1=C(C(=O)O)C=C(C=C1)C#N (2-Iodo-5-cyanobenzoic acid). The yield is 66.2%. Reaction SMILES: [OH-].[Na+].C[O:4][C:5](=[O:15])[C:6]1[CH:11]=[C:10]([C:12]#[N:13])[CH:9]=[CH:8][C:7]=1[I:14]>O.CO>[I:14][C:7]1[CH:8]=[CH:9][C:10]([C:12]#[N:13])=[CH:11][C:6]=1[C:5]([OH:15])=[O:4] |f:0.1|. Procedure details: A solution of sodium hydroxide (0.44 g, 11 mmol) in water (10 ml) was added to 2-iodo-5-cyanobenzoic acid methyl ester (2.7 g, 9.4 mmol) in methanol. The mixture was stirred for 20 h, then most of the solvent was evaporated and the residue acidified with 2N hydrochloric acid. The resulting precipitate was filtered off and dried to give a white solid (1.7 g). MS (−CI) m/z 272 [M-H]+. Starting materials: C(C)(C)(C)OC(=O)N1CCC(CC1)NC1=CC=C(C=C1)OC(F)(F)F (1-(tert-Butoxycarbonyl)-4-[[4-(trifluoromethoxy)phenyl]amino]piperidine), ClCC1=CC(=NC=C1)C1=CC(=C(C(=C1)OC)OC)OC (4-chloromethyl-2-(3,4,5-trimethoxyphenyl)pyridine). Yields the product C(C)(C)(C)OC(=O)N1CCC(CC1)N(CC1=CC(=NC=C1)C1=CC(=C(C(=C1)OC)OC)OC)C1=CC=C(C=C1)OC(F)(F)F (1-(tert-butoxycarbonyl)-4-[N-[4-(trifluoromethoxy)phenyl]-N-[[2-(3,4,5-trimethoxyphenyl)pyridin-4-yl]methyl]amino]piperidine). As a reaction SMILES: [C:1]([O:5][C:6]([N:8]1[CH2:13][CH2:12][CH:11]([NH:14][C:15]2[CH:20]=[CH:19][C:18]([O:21][C:22]([F:25])([F:24])[F:23])=[CH:17][CH:16]=2)[CH2:10][CH2:9]1)=[O:7])([CH3:4])([CH3:3])[CH3:2].Cl[CH2:27][C:28]1[CH:33]=[CH:32][N:31]=[C:30]([C:34]2[CH:39]=[C:38]([O:40][CH3:41])[C:37]([O:42][CH3:43])=[C:36]([O:44][CH3:45])[CH:35]=2)[CH:29]=1>>[C:1]([O:5][C:6]([N:8]1[CH2:13][CH2:12][CH:11]([N:14]([C:15]2[CH:16]=[CH:17][C:18]([O:21][C:22]([F:25])([F:23])[F:24])=[CH:19][CH:20]=2)[CH2:27][C:28]2[CH:33]=[CH:32][N:31]=[C:30]([C:34]3[CH:39]=[C:38]([O:40][CH3:41])[C:37]([O:42][CH3:43])=[C:36]([O:44][CH3:45])[CH:35]=3)[CH:29]=2)[CH2:10][CH2:9]1)=[O:7])([CH3:4])([CH3:2])[CH3:3]. Procedure details: 1-(tert-Butoxycarbonyl)-4-[[4-(trifluoromethoxy)phenyl]amino]piperidine (721 mg) and 4-chloromethyl-2-(3,4,5-trimethoxyphenyl)pyridine (588 mg) was treated in the same manner as described in Example 9 to give light yellow amorphous of the title compound. Reactants: C1CCOC1 (THF), C(C)(C)(C)OC(N[C@H](C(C)C)C=NC1=C(C=CC(=C1)Cl)C(N)=O)=O ((R)-{1[(2-carbamoyl-5-chloro-phenylimino)-methyl]-2-methyl-propyl}-carbamic acid tert-butyl ester), Formula 201, O.[OH-].[Li+] (lithium hydroxide monohydrate), Cl (hydrochloric acid), hexanes ethyl acetate. The solvent is O (water). The product is Formula 202, C(C)(C)(C)OC(N[C@H](C(C)C)C1=NC2=CC(=CC=C2C(N1)=O)Cl)=O ((R)-[1-(7-chloro-4-oxo-3,4-dihydro-quinazolin-2-yl)-2-methylpropyl]-carbamic acid tert-butyl ester). As a reaction SMILES: C1COCC1.[C:6]([O:10][C:11](=[O:29])[NH:12][C@@H:13]([CH:17]=[N:18][C:19]1[CH:24]=[C:23]([Cl:25])[CH:22]=[CH:21][C:20]=1[C:26](=[O:28])[NH2:27])[CH:14]([CH3:16])[CH3:15])([CH3:9])([CH3:8])[CH3:7].O.[OH-].[Li+].Cl>O>[C:6]([O:10][C:11](=[O:29])[NH:12][C@@H:13]([C:17]1[NH:27][C:26](=[O:28])[C:20]2[C:19](=[CH:24][C:23]([Cl:25])=[CH:22][CH:21]=2)[N:18]=1)[CH:14]([CH3:16])[CH3:15])([CH3:8])([CH3:9])[CH3:7] |f:2.3.4|. Reported procedure: A dry 3-necked, round bottomed flask, equipped with a magnetic stirrer, nitrogen inlet, heating mantle, and a water condenser, is charged with 60 mL of THF, 3.70 g (10 mmol) of (R)-{1[(2-carbamoyl-5-chloro-phenylimino)-methyl]-2-methyl-propyl}-carbamic acid tert-butyl ester (the compound of Formula 201 prepared, e.g., as described in Example 6.1), and 0.46 g (11 mmol) of lithium hydroxide monohydrate. The mixture is heated to reflux and the reaction monitored by TLC (hexanes/ethyl acetate 7:3) b...